From a dataset of the Open Reaction Database (ORD), a public repository of structured organic reaction records. describe an organic reaction: reactants, conditions, products, and yield As a reaction SMILES: [CH3:1][C:2]1([CH3:12])[CH:3]([C:7](=[O:8])[O:9][CH2:10][CH3:11])[CH:4]1[CH:5]=[O:6].[Cl-:21].[Cl:13][C:14]([C:15]([F:16])([F:17])[F:18])([Cl:19])[Cl:20].[NH4+:22].[O:23]=[CH:24][N:25]([CH3:26])[CH3:27].[Zn:28]>>[CH3:1][C:2]1([CH3:12])[CH:3]([C:7](=[O:8])[O:9][CH2:10][CH3:11])[CH:4]1[CH:5]([OH:6])[C:14]([Cl:13])([C:15]([F:16])([F:17])[F:18])[Cl:19]. Starting materials: CCOC(=O)C1C(C=O)C1(C)C, [Cl-], FC(F)(F)C(Cl)(Cl)Cl, [NH4+], CN(C)C=O, [Zn]. The product is CCOC(=O)C1C(C(O)C(Cl)(Cl)C(F)(F)F)C1(C)C. Reactants: ClC1=CC=C(C(=O)C2=CC=C(N2C)C(C(=O)OCC)C)C=C1 (ethyl 5-(ρ-chlorobenzoyl)-α-methyl-1-methylpyrrole-2-acetate), [OH-].[Na+] (sodium hydroxide), C(C)O (ethanol). The solvent is O (water). The product is ClC1=CC=C(C(=O)C2=CC=C(N2C)C(C(=O)O)C)C=C1 (5-(ρ-chlorobenzoyl)-α-methyl-1-methylpyrrole-2-acetic acid). As a reaction SMILES: [Cl:1][C:2]1[CH:22]=[CH:21][C:5]([C:6]([C:8]2[N:12]([CH3:13])[C:11]([CH:14]([CH3:20])[C:15]([O:17]CC)=[O:16])=[CH:10][CH:9]=2)=[O:7])=[CH:4][CH:3]=1.[OH-].[Na+].C(O)C>O>[Cl:1][C:2]1[CH:22]=[CH:21][C:5]([C:6]([C:8]2[N:12]([CH3:13])[C:11]([CH:14]([CH3:20])[C:15]([OH:17])=[O:16])=[CH:10][CH:9]=2)=[O:7])=[CH:4][CH:3]=1 |f:1.2|. Reported procedure: A solution of 4.05 g. (0.0126 mole) of ethyl 5-(ρ-chlorobenzoyl)-α-methyl-1-methylpyrrole-2-acetate, 15 ml. of 1N sodium hydroxide solution and 2 ml. of ethanol is refluxed for 30 minutes. The solution is cooled, diluted with water and filtered. The filtrate is acidified with dilute hydrochloric acid. The precipitates solid is collected and recrystallized from methanol-water to give a white crystalline solid, 5-(ρ-chlorobenzoyl)-α-methyl-1-methylpyrrole-2-acetic acid, M.P. 135°-136° C.